Dataset: the Open Reaction Database (ORD), a public repository of structured organic reaction records. Task: describe an organic reaction: reactants, conditions, products, and yield Yields the product O=C1CCc2c(Cc3ccc(Cl)cc3)cccc21. The reactants are O=C(O)CCc1ccccc1Cc1ccc(Cl)cc1, O=P(O)(O)O. Reaction SMILES: [Cl:6][c:7]1[cH:8][cH:9][c:10]([CH2:11][c:12]2[c:13]([CH2:18][CH2:19][C:20](=[O:21])[OH:22])[cH:14][cH:15][cH:16][cH:17]2)[cH:23][cH:24]1.[P:1](=[O:2])([OH:3])([OH:4])[OH:5]>>[Cl:6][c:7]1[cH:8][cH:9][c:10]([CH2:11][c:12]2[c:13]3[c:14]([cH:15][cH:16][cH:17]2)[C:20](=[O:22])[CH2:19][CH2:18]3)[cH:23][cH:24]1. Starting materials: C(#N)C=1C=C2C(=C(C(C2=CC1)=CC1=CC=C(C=C1)S(=O)C)C)CC(=O)O (5-Cyano-2-methyl-1-(p-methylsulfinylbenzylidene)-3-indenylacetic acid), C[O-].[Na+] (sodium methoxide). Run in CO (methanol), CO (methanol). Reaction conditions: time 20 minute. The product is C(#N)C=1C=C2C(=C(C(C2=CC1)=CC1=CC=C(C=C1)S(=O)C)C)CC(=O)[O-].[Na+] (sodium 5-cyano-2-methyl-1-(p-methylsulfinylbenzylidene)-3-indenylacetate). As a reaction SMILES: [C:1]([C:3]1[CH:4]=[C:5]2[C:9](=[CH:10][CH:11]=1)[C:8](=[CH:12][C:13]1[CH:18]=[CH:17][C:16]([S:19]([CH3:21])=[O:20])=[CH:15][CH:14]=1)[C:7]([CH3:22])=[C:6]2[CH2:23][C:24]([OH:26])=[O:25])#[N:2].C[O-].[Na+:29]>CO>[C:1]([C:3]1[CH:4]=[C:5]2[C:9](=[CH:10][CH:11]=1)[C:8](=[CH:12][C:13]1[CH:18]=[CH:17][C:16]([S:19]([CH3:21])=[O:20])=[CH:15][CH:14]=1)[C:7]([CH3:22])=[C:6]2[CH2:23][C:24]([O-:26])=[O:25])#[N:2].[Na+:29] |f:1.2,4.5|. Procedure details: 5-Cyano-2-methyl-1-(p-methylsulfinylbenzylidene)-3-indenylacetic acid (1.6 g.) in methanol (10 ml.) is added to a solution of sodium methoxide (0.27 g.) in methanol (5 ml.). The reaction mixture is stirred for 20 minutes and evaporated to dryness to yield sodium 5-cyano-2-methyl-1-(p-methylsulfinylbenzylidene)-3-indenylacetate. Reactants: BrC1=CC=C(C=C1)N1N=CC(=C1C1CC1)C(=O)OCC (Ethyl 1-(4-bromophenyl)-5-cyclopropyl-pyrazole-4-carboxylate), [OH-].[Na+] (sodium hydroxide). The solvent is CO (methanol). Reaction conditions: time 24 hour. Product: BrC1=CC=C(C=C1)N1N=CC(=C1C1CC1)C(=O)O (1-(4-bromophenyl)-5-cyclopropyl-pyrazole-4-carboxylic acid). As a reaction SMILES: [Br:1][C:2]1[CH:7]=[CH:6][C:5]([N:8]2[C:12]([CH:13]3[CH2:15][CH2:14]3)=[C:11]([C:16]([O:18]CC)=[O:17])[CH:10]=[N:9]2)=[CH:4][CH:3]=1.[OH-].[Na+]>CO>[Br:1][C:2]1[CH:3]=[CH:4][C:5]([N:8]2[C:12]([CH:13]3[CH2:14][CH2:15]3)=[C:11]([C:16]([OH:18])=[O:17])[CH:10]=[N:9]2)=[CH:6][CH:7]=1 |f:1.2|. Reported procedure: Ethyl 1-(4-bromophenyl)-5-cyclopropyl-pyrazole-4-carboxylate (Intermediate# 31) (423 mg, 1.29 mmol) was dissolved in methanol (20 mL) and treated with 2M aqueous sodium hydroxide solution (3.23 mL, 6.46 mmol). The mixture was stirred at ambient temperature for 24 h and then the methanol was removed by evaporation under reduced pressure. The residue was dissolved in water (50 mL), acidified to pH4 with 2M HCl and extracted with EtOAc (3×25 mL). The combined extracts were washed with water and bri... Yields the product Cc1ccc(S(=O)(=O)n2nc(OCC3COC3)c3cc([N+](=O)[O-])cnc32)cc1. Reaction SMILES: [C:24](=[O:25])([O-:26])[O-:27].[Cs+:28].[Cs+:29].[I:30][CH2:31][CH:32]1[CH2:33][O:34][CH2:35]1.[N+:1](=[O:2])([O-:3])[c:4]1[cH:5][c:6]2[c:7]([n:8][cH:9]1)[n:10]([S:14](=[O:15])(=[O:16])[c:17]1[cH:18][cH:19][c:20]([CH3:21])[cH:22][cH:23]1)[n:11][c:12]2[OH:13].[O:36]=[CH:37][N:38]([CH3:39])[CH3:40].[OH2:41]>>[N+:1](=[O:2])([O-:3])[c:4]1[cH:5][c:6]2[c:7]([n:8][cH:9]1)[n:10]([S:14](=[O:15])(=[O:16])[c:17]1[cH:18][cH:19][c:20]([CH3:21])[cH:22][cH:23]1)[n:11][c:12]2[O:13][CH2:31][CH:32]1[CH2:33][O:34][CH2:35]1. The reactants are O=C([O-])[O-], [Cs+], [Cs+], ICC1COC1, Cc1ccc(S(=O)(=O)n2nc(O)c3cc([N+](=O)[O-])cnc32)cc1, CN(C)C=O, O. Starting materials: NC1=CC=CC=C1 (aniline), BrCC1CC1 ((bromomethyl)cyclopropane), FC(C(=O)NC1=CC=CC=C1)(F)F (trifluoroacetanilide). Product: C1(CC1)CNC1=CC=CC=C1 (N-(Cyclopropylmethyl)aniline). As a reaction SMILES: [NH2:1][C:2]1[CH:7]=[CH:6][CH:5]=[CH:4][CH:3]=1.Br[CH2:9][CH:10]1[CH2:12][CH2:11]1.FC(F)(F)C(NC1C=CC=CC=1)=O>>[CH:10]1([CH2:9][NH:1][C:2]2[CH:7]=[CH:6][CH:5]=[CH:4][CH:3]=2)[CH2:12][CH2:11]1. Procedure: N-(Cyclopropylmethyl)aniline [NMR (200 MHz, DMSO-d6): δ0.21 (m, 2H); 0.51 (m, 2H); 1.01 (m, 1H); 3.63 (d, J=7.3 Hz, 1H); 3.80 (br s, 1H); 5.78 (br s, 1H); 7.18 (t, J=7.2 Hz, 1H); 7.25 (d, J=7.8 Hz, 2H); 7.42 (t, J=7.3 Hz, 2H)] was prepared from aniline and (bromomethyl)cyclopropane via trifluoroacetanilide using the general method described by Hodge (Harland, P. A.; Hodge, P; Maughan, W.; Wildsmith, E. Synthesis, 1984, 941.). The reactants are NNC(=O)c1ccccc1, CC(=O)N1CCC(=O)CC1, CCOCC, CCO. The product is CC(=O)N1CCC(=NNC(=O)c2ccccc2)CC1. As a reaction SMILES: [C:11]([c:12]1[cH:13][cH:14][cH:15][cH:16][cH:17]1)(=[O:18])[NH:19][NH2:20].[C:1]([CH3:2])(=[O:3])[N:4]1[CH2:5][CH2:6][C:7](=[O:10])[CH2:8][CH2:9]1.[CH2:21]([O:22][CH2:23][CH3:24])[CH3:25].[CH3:26][CH2:27][OH:28]>>[C:1]([CH3:2])(=[O:3])[N:4]1[CH2:5][CH2:6][C:7](=[N:20][NH:19][C:11]([c:12]2[cH:13][cH:14][cH:15][cH:16][cH:17]2)=[O:18])[CH2:8][CH2:9]1. Reactants: Congo Red, Cl (hydrochloric acid), C(=O)(O)CCCCCCN/1C(=O)NC(=O)\C1=C/CC(CCCCC)=O (1-(6-carboxyhexyl)-5-((E)-3-oxooctylidene)hydantoin), C([O-])(O)=O.[Na+] (sodium bicarbonate), [BH4-].[Na+] (sodium borohydride). Solvent: O (H2O). Run at time 60 minute. Yields the product C(=O)(O)CCCCCCN/1C(=O)NC(=O)\C1=C/CC(CCCCC)O (1-(6-Carboxyhexyl)-5-((E)-3-hydroxyoctylidene) hydantoin). Reaction SMILES: [C:1]([CH2:4][CH2:5][CH2:6][CH2:7][CH2:8][CH2:9][N:10]1[C:11]([NH:13][C:14](/[C:16]/1=[CH:17]\[CH2:18][C:19](=[O:25])[CH2:20][CH2:21][CH2:22][CH2:23][CH3:24])=[O:15])=[O:12])([OH:3])=[O:2].C(=O)(O)[O-].[Na+].[BH4-].[Na+].Cl>O>[C:1]([CH2:4][CH2:5][CH2:6][CH2:7][CH2:8][CH2:9][N:10]1[C:11]([NH:13][C:14](/[C:16]/1=[CH:17]\[CH2:18][CH:19]([OH:25])[CH2:20][CH2:21][CH2:22][CH2:23][CH3:24])=[O:15])=[O:12])([OH:3])=[O:2] |f:1.2,3.4|. Reported procedure: A stirred solution of 1-(6-carboxyhexyl)-5-((E)-3-oxooctylidene)hydantoin (20 mg) in H2O (1.5 ml) containing a slight excess of sodium bicarbonate was treated with sodium borohydride (5 mg). After 60 minutes, the solution was acidified to Congo Red with N-aqueous hydrochloric acid, the liberated carboxylic acid was extracted into ethyl acetate, and the ethyl acetate solution was thrice washed with water and dried (MgSO4). Evaporation of the ethyl acetate left a pale yellow gum (14 mg) which was ...